Task: describe an organic reaction: reactants, conditions, products, and yield. Dataset: the Open Reaction Database (ORD), a public repository of structured organic reaction records The reactants are ClC1=NC=2CCN(CC2C=C1)CC(=O)N1CCN(CC1)C1CCC1 (2-chloro-6-[2-(4-cyclobutylpiperazin-1-yl)-2-oxoethyl]-5,6,7,8-tetrahydro-1,6-naphthyridine), N1CCCC1 (pyrrolidine). Run at temperature 170 celsius. The product is C1(CCC1)N1CCN(CC1)C(CN1CC=2C=CC(=NC2CC1)N1CCCC1)=O (6-[2-(4-Cyclobutylpiperazin-1-Yl)-2-Oxoethyl]-2-Pyrrolidin-1-Yl-5,6,7,8-Tetrahydro-1,6-Naphthyridine). As a reaction SMILES: Cl[C:2]1[CH:11]=[CH:10][C:9]2[CH2:8][N:7]([CH2:12][C:13]([N:15]3[CH2:20][CH2:19][N:18]([CH:21]4[CH2:24][CH2:23][CH2:22]4)[CH2:17][CH2:16]3)=[O:14])[CH2:6][CH2:5][C:4]=2[N:3]=1.[NH:25]1[CH2:29][CH2:28][CH2:27][CH2:26]1>>[CH:21]1([N:18]2[CH2:19][CH2:20][N:15]([C:13](=[O:14])[CH2:12][N:7]3[CH2:6][CH2:5][C:4]4[N:3]=[C:2]([N:25]5[CH2:29][CH2:28][CH2:27][CH2:26]5)[CH:11]=[CH:10][C:9]=4[CH2:8]3)[CH2:16][CH2:17]2)[CH2:24][CH2:23][CH2:22]1. Reported procedure: A mixture of 2-chloro-6-[2-(4-cyclobutylpiperazin-1-yl)-2-oxoethyl]-5,6,7,8-tetrahydro-1,6-naphthyridine (80 mg, 0.23 mmol) and pyrrolidine (2.5 mL) is heated by microwave (300 w) at 170° C. for 2 hr. Solvent is removed and the residue is partitioned between saturated NaHCO3 solution (10 mL) and DCM (10 mL). The layers are separated and the aqueous layer is extracted with DCM (10 ml). The combined extracts are dried and evaporated. The residue is purified by PTLC to give the title compound as a ... Starting materials: C(C)(C)S (isopropylmercaptan), C[O-].[Na+] (sodium methylate), CC1(C(N(C(C2=CC=CC=C12)=O)CCl)=O)C (4,4-dimethyl-2-chloromethyl-2H,4H-isoquinoline-1,3-dione). The solvent is CO (methanol). Product: CC1(C(N(C(C2=CC=CC=C12)=O)CSC(C)C)=O)C (4,4 Dimethyl-2-(isopropylmercapto-methyl)-2H,4H-isoquinoline-1,3 dione). RXN SMILES: [CH:1]([SH:4])([CH3:3])[CH3:2].C[O-].[Na+].[CH3:8][C:9]1([CH3:23])[C:18]2[C:13](=[CH:14][CH:15]=[CH:16][CH:17]=2)[C:12](=[O:19])[N:11]([CH2:20]Cl)[C:10]1=[O:22]>CO>[CH3:8][C:9]1([CH3:23])[C:18]2[C:13](=[CH:14][CH:15]=[CH:16][CH:17]=2)[C:12](=[O:19])[N:11]([CH2:20][S:4][CH:1]([CH3:3])[CH3:2])[C:10]1=[O:22] |f:1.2|. Procedure details: 1.17 gm of isopropylmercaptan were added to a solution of 0.83 gm of sodium methylate in 50 ml of methanol. After shaking the resulting mixture, 3.3 gm of 4,4-dimethyl-2-chloromethyl-2H,4H-isoquinoline-1,3-dione were added, and the mixture was refluxed for 15 minutes. The precipitated sodium chloride was suction-filtered off, the filtrate was evaporated, and the residue was purified on a silicagel column (eluant: chloroform/cyclohexane=1:1). After evaporation of the eluate a colorless oil was ob... RXN SMILES: [Br:20][CH2:21][CH2:22][O:23][CH2:24][CH2:25][O:26][CH3:27].[CH3:1][C:2]1=[N:3][c:4]2[cH:5][cH:6][cH:7][cH:8][c:9]2[C:10]1([CH3:11])[CH2:12][CH2:13][CH2:14][CH2:15][CH2:16][C:17](=[O:18])[OH:19].[CH3:28][CH2:29][O:30][CH2:31][CH3:32]>>[Br-:20].[CH3:1][C:2]1=[N+:3]([CH2:21][CH2:22][O:23][CH2:24][CH2:25][O:26][CH3:27])[c:4]2[cH:5][cH:6][cH:7][cH:8][c:9]2[C:10]1([CH3:11])[CH2:12][CH2:13][CH2:14][CH2:15][CH2:16][C:17](=[O:18])[OH:19]. The product is [Br-], COCCOCC[N+]1=C(C)C(C)(CCCCCC(=O)O)c2ccccc21. The reactants are COCCOCCBr, CC1=Nc2ccccc2C1(C)CCCCCC(=O)O, CCOCC. Reactants: CC(C)O, CNC(=O)c1ccccc1Nc1nc(Cl)ncc1Cl, Nc1ccc2c(c1)CCC(F)(F)CC2. Yields the product CNC(=O)c1ccccc1Nc1nc(Nc2ccc3c(c2)CCC(F)(F)CC3)ncc1Cl. RXN SMILES: [CH:34]([OH:35])([CH3:36])[CH3:37].[Cl:15][c:16]1[n:17][cH:18][c:19]([Cl:33])[c:20]([NH:22][c:23]2[c:24]([C:25](=[O:26])[NH:27][CH3:28])[cH:29][cH:30][cH:31][cH:32]2)[n:21]1.[F:1][C:2]1([F:14])[CH2:3][CH2:4][c:5]2[c:6]([cH:9][c:10]([NH2:13])[cH:11][cH:12]2)[CH2:7][CH2:8]1>>[F:1][C:2]1([F:14])[CH2:3][CH2:4][c:5]2[c:6]([cH:9][c:10]([NH:13][c:16]3[n:17][cH:18][c:19]([Cl:33])[c:20]([NH:22][c:23]4[c:24]([C:25](=[O:26])[NH:27][CH3:28])[cH:29][cH:30][cH:31][cH:32]4)[n:21]3)[cH:11][cH:12]2)[CH2:7][CH2:8]1. Reactants: CC(C(=O)N)(C)C (2,2,2-trimethylacetamide), C(C(=O)Cl)(=O)Cl (oxalyl chloride), NC1=CC=C(C=N1)OC1=CC(=NC=C1)C=1C=NC(=CC1)N(C(OC(C)(C)C)=O)C (tert-butyl (4-((6-aminopyridin-3-yl)oxy)-[2,3′-bipyridin]-6′-yl)(methyl)carbamate), TEA. The solvent is ClCCCl (DCE), [Cl-].[Na+].O (brine), C(Cl)Cl (DCM). Conditions: time 1 hour. Yields the product CN(C(OC(C)(C)C)=O)C1=CC=C(C=N1)C1=NC=CC(=C1)OC=1C=NC(=CC1)NC(=O)NC(C(C)(C)C)=O (tert-butyl methyl(4-((6-(3-pivaloylureido)pyridin-3-yl)oxy)-[2,3′-bipyridin]-6′-yl)carbamate). The yield is 63.0%. Reaction SMILES: [CH3:1][C:2]([CH3:7])([CH3:6])[C:3]([NH2:5])=[O:4].C(Cl)(=O)[C:9](Cl)=[O:10].[NH2:14][C:15]1[N:20]=[CH:19][C:18]([O:21][C:22]2[CH:27]=[CH:26][N:25]=[C:24]([C:28]3[CH:29]=[N:30][C:31]([N:34]([CH3:42])[C:35](=[O:41])[O:36][C:37]([CH3:40])([CH3:39])[CH3:38])=[CH:32][CH:33]=3)[CH:23]=2)=[CH:17][CH:16]=1>ClCCCl.C(Cl)Cl.[Cl-].[Na+].O>[CH3:42][N:34]([C:31]1[N:30]=[CH:29][C:28]([C:24]2[CH:23]=[C:22]([O:21][C:18]3[CH:19]=[N:20][C:15]([NH:14][C:9]([NH:5][C:3](=[O:4])[C:2]([CH3:7])([CH3:6])[CH3:1])=[O:10])=[CH:16][CH:17]=3)[CH:27]=[CH:26][N:25]=2)=[CH:33][CH:32]=1)[C:35](=[O:41])[O:36][C:37]([CH3:38])([CH3:39])[CH3:40] |f:5.6.7|. Reported procedure: A solution of 2,2,2-trimethylacetamide (0.062 g, 0.610 mmol) in DCE (3 mL) was treated with oxalyl chloride (0.080 mL, 0.915 mmol), stirred at RT for 1 h, then heated at 75° C. for 3 h. The mixture was cooled to RT, treated with a solution of tert-butyl (4-((6-aminopyridin-3-yl)oxy)-[2,3′-bipyridin]-6′-yl)(methyl)carbamate (0.12 g, 0.305 mmol) and TEA (0.170 mL, 1.220 mmol) in DCM (3 mL) and stirred at RT for 2 h. The mixture was treated with brine, extracted with DCM (2×) and the combined organ... The product is ClC1=C(C(=CC(=C1)Cl)Cl)N1N=C(C(C1=O)C=1C(=NNC1C)C)NC(CCCOC1=C(C=C(C=C1)C(C)(C)CC)C(C)(C)CC)=O (1-(2,4,6-Trichlorophenyl)-3-[4-(2,4-di-tert-amylphenoxy)butyramido]-4-(3,5-dimethylpyrazolyl)-5-oxo-2-pyrazoline). RXN SMILES: [Cl:1][C:2]1[CH:7]=[C:6]([Cl:8])[CH:5]=[C:4]([Cl:9])[C:3]=1[N:10]1[C:14](=[O:15])[CH:13](Br)[C:12]([NH:17][C:18](=[O:39])[CH2:19][CH2:20][CH2:21][O:22][C:23]2[CH:28]=[CH:27][C:26]([C:29]([CH2:32][CH3:33])([CH3:31])[CH3:30])=[CH:25][C:24]=2[C:34]([CH2:37][CH3:38])([CH3:36])[CH3:35])=[N:11]1.[CH3:40][C:41]1[CH:45]=[C:44]([CH3:46])[NH:43][N:42]=1>C(OCC)(=O)C>[Cl:1][C:2]1[CH:7]=[C:6]([Cl:8])[CH:5]=[C:4]([Cl:9])[C:3]=1[N:10]1[C:14](=[O:15])[CH:13]([C:45]2[C:41]([CH3:40])=[N:42][NH:43][C:44]=2[CH3:46])[C:12]([NH:17][C:18](=[O:39])[CH2:19][CH2:20][CH2:21][O:22][C:23]2[CH:28]=[CH:27][C:26]([C:29]([CH2:32][CH3:33])([CH3:31])[CH3:30])=[CH:25][C:24]=2[C:34]([CH2:37][CH3:38])([CH3:36])[CH3:35])=[N:11]1. The reactants are ClC1=C(C(=CC(=C1)Cl)Cl)N1N=C(C(C1=O)Br)NC(CCCOC1=C(C=C(C=C1)C(C)(C)CC)C(C)(C)CC)=O (1-(2,4,6-trichlorophenyl)-3-[4-(2,4-di-tert-amylphenoxy)butyramido]-4-bromo-5-oxo-2-pyrazoline), CC1=NNC(=C1)C (3,5-dimethylpyrazole). Procedure details: 66 g of 1-(2,4,6-trichlorophenyl)-3-[4-(2,4-di-tert-amylphenoxy)butyramido]-4-bromo-5-oxo-2-pyrazoline and 27 g of 3,5-dimethylpyrazole were mixed well with each other in a mortar, then stirred for 2 hours under heating at 100° C. To the reaction mixture was added 1 liter of ethyl acetate followed by washing several times with water. The ethyl acetate layer was dried with anhydrous sodium sulfate and concentrated. Upon crystallization of the residue from ethyl acetate, 35 g of Coupler (1) was ob... Run in C(C)(=O)OCC (ethyl acetate). Conditions: temperature 100 celsius, time 2 hour. Reactants: CCCCc1ccc(N)cc1, CN(C)c1ccc(C=O)cc1. Yields the product CCCCc1ccc(NCc2ccc(N(C)C)cc2)cc1. As a reaction SMILES: [CH2:12]([CH2:13][CH2:14][CH3:15])[c:16]1[cH:17][cH:18][c:19]([NH2:20])[cH:21][cH:22]1.[CH3:1][N:2]([c:3]1[cH:4][cH:5][c:6]([CH:7]=[O:8])[cH:9][cH:10]1)[CH3:11]>>[CH3:1][N:2]([c:3]1[cH:4][cH:5][c:6]([CH2:7][NH:20][c:19]2[cH:18][cH:17][c:16]([CH2:12][CH2:13][CH2:14][CH3:15])[cH:22][cH:21]2)[cH:9][cH:10]1)[CH3:11]. Reactants: O1CCOCC1 (1,4-dioxane), ClC=1C(N(N=CC1OC)C)=O (4-chloro-5-methoxy-2-methyl-3 (2H)-pyridazinone), C(C)C1=C(C=CC=C1)B(O)O (2-ethylphenylboronic acid), C([O-])([O-])=O.[Na+].[Na+] (sodium carbonate). The reagents and catalysts are [Br-].C(CCC)[N+](CCCC)(CCCC)CCCC (tetrabutylammonium bromide), C=1C=CC(=CC1)[P](C=2C=CC=CC2)(C=3C=CC=CC3)[Pd]([P](C=4C=CC=CC4)(C=5C=CC=CC5)C=6C=CC=CC6)([P](C=7C=CC=CC7)(C=8C=CC=CC8)C=9C=CC=CC9)[P](C=1C=CC=CC1)(C=1C=CC=CC1)C=1C=CC=CC1 (tetrakis(triphenylphosphine)palladium). The solvent is O (water), O (water). The product is C(C)C1=C(C=CC=C1)C=1C(N(N=CC1OC)C)=O (4-(2-Ethylphenyl)-5-methoxy-2-methyl-3 (2H)-pyridazinone). Yield: 92.0%. RXN SMILES: Cl[C:2]1[C:3](=[O:11])[N:4]([CH3:10])[N:5]=[CH:6][C:7]=1[O:8][CH3:9].[CH2:12]([C:14]1[CH:19]=[CH:18][CH:17]=[CH:16][C:15]=1B(O)O)[CH3:13].C(=O)([O-])[O-].[Na+].[Na+].O1CCOCC1>[Br-].C([N+](CCCC)(CCCC)CCCC)CCC.C1C=CC([P]([Pd]([P](C2C=CC=CC=2)(C2C=CC=CC=2)C2C=CC=CC=2)([P](C2C=CC=CC=2)(C2C=CC=CC=2)C2C=CC=CC=2)[P](C2C=CC=CC=2)(C2C=CC=CC=2)C2C=CC=CC=2)(C2C=CC=CC=2)C2C=CC=CC=2)=CC=1.O>[CH2:12]([C:14]1[CH:19]=[CH:18][CH:17]=[CH:16][C:15]=1[C:2]1[C:3](=[O:11])[N:4]([CH3:10])[N:5]=[CH:6][C:7]=1[O:8][CH3:9])[CH3:13] |f:2.3.4,6.7,^1:56,58,77,96|. Procedure: To a mixture of 2.516 g of 4-chloro-5-methoxy-2-methyl-3 (2H)-pyridazinone, 2.575 g of 2-ethylphenylboronic acid and 3.333 g of sodium carbonate were added 30 mL of 1,4-dioxane and 20 mL of water. To the mixture were added 2.417 g of tetrabutylammonium bromide and 0.657 g of tetrakis(triphenylphosphine)palladium, and then under a nitrogen atmosphere, the resulting mixture was stirred and heated under reflux for 17 hours. After cooling, 50 mL of water was added to the reaction mixture, which was ...